From a dataset of the Open Reaction Database (ORD), a public repository of structured organic reaction records. describe an organic reaction: reactants, conditions, products, and yield Starting materials: CC1OC(C(C(C1C(=O)OCC)NCC1=CC=CC=C1)C)=O (Ethyl (2SR,3SR,4RS,5RS)-tetrahydro-2,5-dimethyl-6-oxo-4-benzylamino-2H-pyrane-3-carboxylate), [OH-].[Ba+2].[OH-] (barium hydroxide). Solvent: O1CCCC1 (tetrahydrofuran), O (water). Run at time 1 hour. Yields the product CC(C(=O)O)C(C(C(C)O)C(=O)OCC)NCC1=CC=CC=C1 ((2RS,3RS,4SR,5SR)-2-methyl-3-benzylamino-4-ethoxycarbonyl-5-hydroxyhexanoic acid). Reaction SMILES: [CH3:1][CH:2]1[CH:7]([C:8]([O:10][CH2:11][CH3:12])=[O:9])[CH:6]([NH:13][CH2:14][C:15]2[CH:20]=[CH:19][CH:18]=[CH:17][CH:16]=2)[CH:5]([CH3:21])[C:4](=[O:22])[O:3]1.[OH-:23].[Ba+2].[OH-]>O1CCCC1.O>[CH3:21][CH:5]([CH:6]([NH:13][CH2:14][C:15]1[CH:20]=[CH:19][CH:18]=[CH:17][CH:16]=1)[CH:7]([C:8]([O:10][CH2:11][CH3:12])=[O:9])[CH:2]([OH:23])[CH3:1])[C:4]([OH:3])=[O:22] |f:1.2.3|. Reported procedure: Ethyl (2SR,3SR,4RS,5RS)-tetrahydro-2,5-dimethyl-6-oxo-4-benzylamino-2H-pyrane-3-carboxylate (3 mg) and barium hydroxide (7 mg) were dissolved in a mixture of tetrahydrofuran and water (2:1) and stirred vigorously at room temperature for 1 hour. The reaction mixture was treated as in Reference Example 17 to give (2RS,3RS,4SR,5SR)-2-methyl-3-benzylamino-4-ethoxycarbonyl-5-hydroxyhexanoic acid. Starting materials: C(C)(C)(C)OC(=O)N1CC(N(C[C@@H]1CC=O)C1=CC(=CC=C1)Cl)=O ((S)-4-(tert-butoxycarbonyl)-1-(3-chlorophenyl)-5-[2-(oxo)ethyl]piperazin-2-one), Cl(=O)[O-].[Na+] (sodium chlorite), P(=O)(O)(O)[O-].[Na+] (sodium dihydrogenphosphate), CCOC(=O)C (EtOAc). The solvent is CC(C)(C)O (2-methyl-2-propanol), CC(C)=CC (2-methyl-2-butene), O (water). Reaction conditions: time 45 minute. Product: C(C)(C)(C)OC(=O)N1CC(N(C[C@@H]1CC(=O)O)C1=CC(=CC=C1)Cl)=O ((S)-4-(tert-butoxycarbonyl)-5-(carboxymethyl)-1-(3-chlorophenyl)piperazin-2-one). Reaction SMILES: [C:1]([O:5][C:6]([N:8]1[C@@H:13]([CH2:14][CH:15]=[O:16])[CH2:12][N:11]([C:17]2[CH:22]=[CH:21][CH:20]=[C:19]([Cl:23])[CH:18]=2)[C:10](=[O:24])[CH2:9]1)=[O:7])([CH3:4])([CH3:3])[CH3:2].Cl([O-])=[O:26].[Na+].P([O-])(O)(O)=O.[Na+].CCOC(C)=O>CC(O)(C)C.CC(=CC)C.O>[C:1]([O:5][C:6]([N:8]1[C@@H:13]([CH2:14][C:15]([OH:26])=[O:16])[CH2:12][N:11]([C:17]2[CH:22]=[CH:21][CH:20]=[C:19]([Cl:23])[CH:18]=2)[C:10](=[O:24])[CH2:9]1)=[O:7])([CH3:4])([CH3:2])[CH3:3] |f:1.2,3.4|. Procedure details: To a solution of the aldehyde from Step A (1.52 g, 4.31 mmol) in 2-methyl-2-propanol (50 mL) and 2-methyl-2-butene (10 mL) at room temperature was added a solution of sodium chlorite (585 mg, 5.17 mmol) and sodium dihydrogenphosphate (595 mg, 4.31 mmol) in 10 mL of water. The reaction turned yellow, then slowly faded to light pink over 45 minutes. The solution was poured into EtOAc, and washed with sat. sodium bisulfite soln. The aqueous layer was acidified to pH 3 with 2.75M KHSO4 soln., and ex...